Dataset: the Open Reaction Database (ORD), a public repository of structured organic reaction records. Task: describe an organic reaction: reactants, conditions, products, and yield Reactants: CC(=O)O[BH-](OC(C)=O)OC(C)=O, C1CCNCC1, CCOC(=O)C1CC1C=O, ClCCl, [Na+]. Yields the product CCOC(=O)C1CC1CN1CCCCC1. Reaction SMILES: [C:17]([O:18][BH-:19]([O:20][C:21](=[O:22])[CH3:23])[O:24][C:25](=[O:26])[CH3:27])(=[O:28])[CH3:29].[CH2:11]1[CH2:12][CH2:13][NH:14][CH2:15][CH2:16]1.[CH:1](=[O:2])[CH:3]1[CH:4]([C:6](=[O:7])[O:8][CH2:9][CH3:10])[CH2:5]1.[Cl:31][CH2:32][Cl:33].[Na+:30]>>[CH2:1]([CH:3]1[CH:4]([C:6](=[O:7])[O:8][CH2:9][CH3:10])[CH2:5]1)[N:14]1[CH2:13][CH2:12][CH2:11][CH2:16][CH2:15]1. Reactants: ClC1=NC(=CC(=N1)C(C)(C)S(=O)(=O)C1=CC(=CC(=C1)F)F)N1[C@H](COCC1)C (2-chloro-4-[2-(3,5-difluorophenyl)sulfonylpropan-2-yl]-6-[(3S)-3-methylmorpholin-4-yl]pyrimidine), CC1(OB(OC1(C)C)C1=CC=C(N)C=C1)C (4-(4,4,5,5-tetramethyl-1,3,2-dioxaborolan-2-yl)aniline), C([O-])([O-])=O.[Na+].[Na+] (sodium carbonate). Reagents/catalysts: Cl[Pd]([P](C1=CC=CC=C1)(C2=CC=CC=C2)C3=CC=CC=C3)([P](C4=CC=CC=C4)(C5=CC=CC=C5)C6=CC=CC=C6)Cl (dichlorobis(triphenylphosphine)palladium(II)). Solvent: C(C)(=O)OCC (ethyl acetate), CN(C)C=O (DMF), COCCOC (DME), C(C)O (ethanol), O (water). Run at temperature 80 celsius, time 1 hour. Yields the product FC=1C=C(C=C(C1)F)S(=O)(=O)C(C)(C)C1=NC(=NC(=C1)N1[C@H](COCC1)C)C1=CC=C(N)C=C1 (4-[4-[2-(3,5-Difluorophenyl)sulfonylpropan-2-yl]-6-[(3S)-3-methylmorpholin-4-yl]pyrimidin-2-yl]aniline). Isolated yield 94.5%. Reaction SMILES: Cl[C:2]1[N:7]=[C:6]([C:8]([S:11]([C:14]2[CH:19]=[C:18]([F:20])[CH:17]=[C:16]([F:21])[CH:15]=2)(=[O:13])=[O:12])([CH3:10])[CH3:9])[CH:5]=[C:4]([N:22]2[CH2:27][CH2:26][O:25][CH2:24][C@@H:23]2[CH3:28])[N:3]=1.CC1(C)C(C)(C)OB([C:37]2[CH:43]=[CH:42][C:40]([NH2:41])=[CH:39][CH:38]=2)O1.C(=O)([O-])[O-].[Na+].[Na+]>CN(C=O)C.COCCOC.C(O)C.O.C(OCC)(=O)C.Cl[Pd](Cl)([P](C1C=CC=CC=1)(C1C=CC=CC=1)C1C=CC=CC=1)[P](C1C=CC=CC=1)(C1C=CC=CC=1)C1C=CC=CC=1>[F:21][C:16]1[CH:15]=[C:14]([S:11]([C:8]([C:6]2[CH:5]=[C:4]([N:22]3[CH2:27][CH2:26][O:25][CH2:24][C@@H:23]3[CH3:28])[N:3]=[C:2]([C:37]3[CH:43]=[CH:42][C:40]([NH2:41])=[CH:39][CH:38]=3)[N:7]=2)([CH3:10])[CH3:9])(=[O:13])=[O:12])[CH:19]=[C:18]([F:20])[CH:17]=1 |f:2.3.4,^1:74,93|. Procedure details: A stream of nitrogen was passed through a mixture of 2-chloro-4-[2-(3,5-difluorophenyl)sulfonylpropan-2-yl]-6-[(3S)-3-methylmorpholin-4-yl]pyrimidine (1.4 g, 3.24 mmol), 4-(4,4,5,5-tetramethyl-1,3,2-dioxaborolan-2-yl)aniline (0.923 g, 4.21 mmol) and 2M aqueous sodium carbonate (5.83 mL, 11.67 mmol) in DMF (6 mL), DME (5 mL), ethanol (5 mL) and water (12.5 mL) at RT. The reaction mixture was treated with dichlorobis(triphenylphosphine)palladium(II) (0.114 g, 0.16 mmol) and was stirred at 80° C. f...